This data is from the Open Reaction Database (ORD), a public repository of structured organic reaction records. The task is: describe an organic reaction: reactants, conditions, products, and yield The reactants are ClC1=C(C(=O)O)C=CC=C1Cl (2,3-dichlorobenzoic acid), FC1=CC=C(C=C1)C(CN)N1CCOCC1 (2-(4-fluoro-phenyl)-2-morpholin-4-yl-ethylamine). Yields the product ClC1=C(C(=O)NCC(N2CCOCC2)C2=CC=C(C=C2)F)C=CC=C1Cl (2,3-Dichloro-N-[2-(4-fluoro-phenyl)-2-morpholin-4-yl-ethyl]-benzamide). As a reaction SMILES: [Cl:1][C:2]1[C:10]([Cl:11])=[CH:9][CH:8]=[CH:7][C:3]=1[C:4]([OH:6])=O.[F:12][C:13]1[CH:18]=[CH:17][C:16]([CH:19]([N:22]2[CH2:27][CH2:26][O:25][CH2:24][CH2:23]2)[CH2:20][NH2:21])=[CH:15][CH:14]=1>>[Cl:1][C:2]1[C:10]([Cl:11])=[CH:9][CH:8]=[CH:7][C:3]=1[C:4]([NH:21][CH2:20][CH:19]([C:16]1[CH:17]=[CH:18][C:13]([F:12])=[CH:14][CH:15]=1)[N:22]1[CH2:27][CH2:26][O:25][CH2:24][CH2:23]1)=[O:6]. Reported procedure: From 2,3-dichlorobenzoic acid and 2-(4-fluoro-phenyl)-2-morpholin-4-yl-ethylamine. Reactants: Cl.ClC1=CN=NC2=CC(=C(C=C12)OC)OCCCN1CCOCC1 (4-chloro-6-methoxy-7-(3-morpholinopropoxy)cinnoline hydrochloride), ClC1=CC(=C(N)C=C1)F (4-chloro-2-fluoroaniline), C(C)(C)O (isopropanol). Run in CC(CCC)O (2-pentanol), Cl (hydrogen chloride). Conditions: temperature 120 celsius. Yields the product Cl.ClC1=CC(=C(NC2=CN=NC3=CC(=C(C=C23)OC)OCCCN2CCOCC2)C=C1)F (4-(4-chloro-2-fluoroanilino)-6-methoxy-7-(3-morpholinopropoxy)cinnoline hydrochloride). Isolated yield 106.3%. RXN SMILES: Cl.[Cl:2][C:3]1[C:12]2[C:7](=[CH:8][C:9]([O:15][CH2:16][CH2:17][CH2:18][N:19]3[CH2:24][CH2:23][O:22][CH2:21][CH2:20]3)=[C:10]([O:13][CH3:14])[CH:11]=2)[N:6]=[N:5][CH:4]=1.[Cl:25][C:26]1[CH:32]=[CH:31][C:29]([NH2:30])=[C:28]([F:33])[CH:27]=1.C(O)(C)C>CC(O)CCC.Cl>[ClH:2].[Cl:25][C:26]1[CH:32]=[CH:31][C:29]([NH:30][C:3]2[C:12]3[C:7](=[CH:8][C:9]([O:15][CH2:16][CH2:17][CH2:18][N:19]4[CH2:24][CH2:23][O:22][CH2:21][CH2:20]4)=[C:10]([O:13][CH3:14])[CH:11]=3)[N:6]=[N:5][CH:4]=2)=[C:28]([F:33])[CH:27]=1 |f:0.1,6.7|. Procedure details: A solution of 4-chloro-6-methoxy-7-(3-morpholinopropoxy)cinnoline hydrochloride (150 mg, 0.36 mmol), (prepared as described for the starting material in Example 12), 4-chloro-2-fluoroaniline (77 mg, 0.53 mmol) in 2-pentanol (4 ml) and 5M isopropanolic hydrogen chloride (1 ml) was heated at 120° C. for 1 hour. The mixture was allowed to cool and isopropanol was added. The resulting precipitate was collected by filtration, washed with ether and dried under vacuum to give 4-(4-chloro-2-fluoroanilin... The reactants are CN1C(=O)C(NC(=O)CCC2CCCCC2)N=C(c2ccccc2)c2ccccc21, ClCCl, O=C(OO)c1cccc(Cl)c1. Product: CN1C(=O)C(NC(=O)CCC2CCCCC2)[N+]([O-])=C(c2ccccc2)c2ccccc21. Reaction SMILES: [CH:12]1([CH2:18][CH2:19][C:20](=[O:21])[NH:22][CH:23]2[C:24](=[O:41])[N:25]([CH3:40])[c:26]3[c:27]([cH:36][cH:37][cH:38][cH:39]3)[C:28]([c:30]3[cH:31][cH:32][cH:33][cH:34][cH:35]3)=[N:29]2)[CH2:13][CH2:14][CH2:15][CH2:16][CH2:17]1.[Cl:42][CH2:43][Cl:44].[OH:1][O:2][C:3]([c:4]1[cH:5][c:6]([Cl:7])[cH:8][cH:9][cH:10]1)=[O:11]>>[O-:1][N+:29]1=[C:28]([c:30]2[cH:31][cH:32][cH:33][cH:34][cH:35]2)[c:27]2[c:26]([cH:39][cH:38][cH:37][cH:36]2)[N:25]([CH3:40])[C:24](=[O:41])[CH:23]1[NH:22][C:20]([CH2:19][CH2:18][CH:12]1[CH2:13][CH2:14][CH2:15][CH2:16][CH2:17]1)=[O:21]. Starting materials: O1C(=CC=C1)CNC=1C(C(=O)O)=CC(=C(C1)OC1=CC(=CC=C1)Cl)S(N)(=O)=O (N-(2-furylmethyl)-4-(3-chlorophenoxy)-5-sulfamoyl-anthranilic acid), Example 9 ( c ), C(C1=CC=CC=C1)N (benzylamine). Yields the product C(C1=CC=CC=C1)NNC=1C(C(=O)O)=CC(=C(C1)OC1=CC(=CC=C1)Cl)S(N)(=O)=O (N-benzylamino-4-(3-chlorophenoxy)-5-sulfamoyl-anthranilic acid). RXN SMILES: O1C=CC=C1C[NH:7][C:8]1[C:9](=[CH:13][C:14]([S:25](=[O:28])(=[O:27])[NH2:26])=[C:15]([O:17][C:18]2[CH:23]=[CH:22][CH:21]=[C:20]([Cl:24])[CH:19]=2)[CH:16]=1)[C:10]([OH:12])=[O:11].[CH2:29]([NH2:36])[C:30]1[CH:35]=[CH:34][CH:33]=[CH:32][CH:31]=1>>[CH2:29]([NH:36][NH:7][C:8]1[C:9](=[CH:13][C:14]([S:25](=[O:27])(=[O:28])[NH2:26])=[C:15]([O:17][C:18]2[CH:23]=[CH:22][CH:21]=[C:20]([Cl:24])[CH:19]=2)[CH:16]=1)[C:10]([OH:12])=[O:11])[C:30]1[CH:35]=[CH:34][CH:33]=[CH:32][CH:31]=1. Reported procedure: 45.5 g of the carboxylic acid prepared in Example 9 (b) (0.1 mol) were reacted with 100 ml of benzylamine as in Example 9 (c), and the reaction product was purified by recrystallization from ethanol. Starting materials: C(C1=CC=CC=C1)N1C[C@@H]([C@H](C1)C1=CC(=C(C=C1)F)Cl)[C@H](C)O ((S)-1-[(3R,4S)-1-benzyl-4-(3-chloro-4-fluoro-phenyl)-pyrrolidin-3-yl]-ethanol), [H-].[Na+] (NaH), ClC1=NC=C(C#N)C=C1 (6-chloro-nicotinonitrile). Solvent: CN(C)C=O (DMF), CN(C)C=O (DMF). Run at time 30 minute. The product is C(C1=CC=CC=C1)N1C[C@@H]([C@H](C1)C1=CC(=C(C=C1)F)Cl)[C@H](C)OC1=NC=C(C#N)C=C1 (6-{(S)-1-[(3R,4S)-1-Benzyl-4-(3-chloro-4-fluoro-phenyl)-pyrrolidin-3-yl]-ethoxy}-nicotinonitrile). Isolated yield 84.7%. RXN SMILES: [CH2:1]([N:8]1[CH2:12][C@H:11]([C:13]2[CH:18]=[CH:17][C:16]([F:19])=[C:15]([Cl:20])[CH:14]=2)[C@@H:10]([C@@H:21]([OH:23])[CH3:22])[CH2:9]1)[C:2]1[CH:7]=[CH:6][CH:5]=[CH:4][CH:3]=1.[H-].[Na+].Cl[C:27]1[CH:34]=[CH:33][C:30]([C:31]#[N:32])=[CH:29][N:28]=1>CN(C=O)C>[CH2:1]([N:8]1[CH2:12][C@H:11]([C:13]2[CH:18]=[CH:17][C:16]([F:19])=[C:15]([Cl:20])[CH:14]=2)[C@@H:10]([C@@H:21]([O:23][C:27]2[CH:34]=[CH:33][C:30]([C:31]#[N:32])=[CH:29][N:28]=2)[CH3:22])[CH2:9]1)[C:2]1[CH:3]=[CH:4][CH:5]=[CH:6][CH:7]=1 |f:1.2|. Procedure details: To a stirred solution of 43 mg (0.13 mmol) of (S)-1-[(3R,4S)-1-benzyl-4-(3-chloro-4-fluoro-phenyl)-pyrrolidin-3-yl]-ethanol in DMF (5 mL) was added NaH (9 mg, 0.18 mmol). The reaction mixture was stirred at RT for 30 minutes, and then at 50° C. for 20 minutes. A solution of 6-chloro-nicotinonitrile (22 mg, 0.16 mmol) in DMF (1 mL) was added dropwise and stirring was continued 3 hours at 50° C. The reaction mixture was concentrated under vacuo. Extraction with EtOAc/H2O, followed by column chroma... Reactants: CCCCCCCCCCCCCCCC[N+](C)(C)C, CCOCC, [Cl-], CC(C)C(=O)C(F)(F)F, [Li+], [Mg+2], C[N+](=O)[O-], O=S(=O)([O-])[O-], [OH-], O. Yields the product CC(C)C(O)(C[N+](=O)[O-])C(F)(F)F. Reaction SMILES: [CH3:24][CH2:25][CH2:26][CH2:27][CH2:28][CH2:29][CH2:30][CH2:31][CH2:32][CH2:33][CH2:34][CH2:35][CH2:36][CH2:37][CH2:38][CH2:39][N+:40]([CH3:41])([CH3:42])[CH3:43].[CH3:44][CH2:45][O:46][CH2:47][CH3:48].[Cl-:23].[F:7][C:8]([C:9]([CH:10]([CH3:11])[CH3:12])=[O:13])([F:14])[F:15].[Li+:1].[Mg+2:16].[N+:3](=[O:4])([O-:5])[CH3:6].[O-:17][S:18]([O-:19])(=[O:20])=[O:21].[OH-:2].[OH2:22]>>[N+:3](=[O:4])([O-:5])[CH2:6][C:9]([C:8]([F:7])([F:14])[F:15])([CH:10]([CH3:11])[CH3:12])[OH:13]. Starting materials: Cl (hydrochloric acid), CC(=O)C1=CC=C(C=C1)OC(F)(F)F (4-Trifluoromethoxyacetophenone), S1C(=CC=C1)C(=O)OCC (ethyl 2-thiophenecarboxylate), oil, [H-].[Na+] (sodium hydride). Solvent: O1CCCC1 (tetrahydrofuran), O (water). The product is S1C(=CC=C1)C(CC(=O)C1=CC=C(C=C1)OC(F)(F)F)=O (1-(2-thienyl)-3-(4-trifluoromethoxyphenyl)-1,3-propanedione). Yield: 99.4%. RXN SMILES: [CH3:1][C:2]([C:4]1[CH:9]=[CH:8][C:7]([O:10][C:11]([F:14])([F:13])[F:12])=[CH:6][CH:5]=1)=[O:3].[S:15]1[CH:19]=[CH:18][CH:17]=[C:16]1[C:20](OCC)=[O:21].[H-].[Na+].Cl>O.O1CCCC1>[S:15]1[CH:19]=[CH:18][CH:17]=[C:16]1[C:20](=[O:21])[CH2:1][C:2]([C:4]1[CH:5]=[CH:6][C:7]([O:10][C:11]([F:12])([F:13])[F:14])=[CH:8][CH:9]=1)=[O:3] |f:2.3|. Procedure details: 4-Trifluoromethoxyacetophenone (4.1 g, 20 mM) and ethyl 2-thiophenecarboxylate (3.1 g, 20 mM) were placed in a 300 ml eggplant type flask, and 100 ml of dehydrated tetrahydrofuran was added thereto. After this mixture was stirred at room temperature, a 60% oil suspension of sodium hydride (1.1 g, 26 mM) was slowly added thereto. Thereafter, the resulting mixture was heated under reflux for 6 hours and allowed to cool to room temperature. After 100 ml of water was added to the reaction mixture un... The reactants are Cl.OC(C1=CC=CC=C1)(C1=CC=CC=C1)C1CCN(CC1)CCCC(=O)C=1SC=CC1 (4-[4-(α-hydroxy-α-phenylbenzyl)piperidino]-1-(2-thienyl)butan-1-one hydrochloride), Cl (HCl). The solvent is C(C)(C)O (isopropyl alcohol). Reaction conditions: temperature 80 celsius. The product is Cl.C1(=CC=CC=C1)C(=C1CCN(CC1)CCCC(=O)C=1SC=CC1)C1=CC=CC=C1 (4-[4-(Diphenylmethylene)piperidino]-1-(2-thienyl)-1-butanone hydrochloride). RXN SMILES: [ClH:1].O[C:3]([CH:16]1[CH2:21][CH2:20][N:19]([CH2:22][CH2:23][CH2:24][C:25]([C:27]2[S:28][CH:29]=[CH:30][CH:31]=2)=[O:26])[CH2:18][CH2:17]1)([C:10]1[CH:15]=[CH:14][CH:13]=[CH:12][CH:11]=1)[C:4]1[CH:9]=[CH:8][CH:7]=[CH:6][CH:5]=1.Cl>C(O)(C)C>[ClH:1].[C:4]1([C:3]([C:10]2[CH:11]=[CH:12][CH:13]=[CH:14][CH:15]=2)=[C:16]2[CH2:17][CH2:18][N:19]([CH2:22][CH2:23][CH2:24][C:25]([C:27]3[S:28][CH:29]=[CH:30][CH:31]=3)=[O:26])[CH2:20][CH2:21]2)[CH:5]=[CH:6][CH:7]=[CH:8][CH:9]=1 |f:0.1,4.5|. Reported procedure: A mixture of 22.8 g (0.05 mole) of 4-[4-(α-hydroxy-α-phenylbenzyl)piperidino]-1-(2-thienyl)butan-1-one hydrochloride, 500 ml of isopropyl alcohol and 500 ml of concentrated HCl was heated on a steam bath for 3 hours, and the solvent was removed under vacuum. Isopropyl alcohol and 300 ml of water were added to the residue and heated to 80° C. Upon cooling a precipitate formed which was collected and recrystallized from methanol-ethyl acetate and toluene to give the desired product, M.P. 132.5°-13... Reactants: C1CCNCC1, CCO, O=C1Cc2c(cccc2-c2ccc(F)cc2)N1, Cc1cc(C(=O)NCCn2ccnn2)c(C=O)[nH]1. Product: Cc1cc(C(=O)NCCn2ccnn2)c(C=C2C(=O)Nc3cccc(-c4ccc(F)cc4)c32)[nH]1. Reaction SMILES: [CH2:36]1[CH2:37][CH2:38][NH:39][CH2:40][CH2:41]1.[CH3:42][CH2:43][OH:44].[F:1][c:2]1[cH:3][cH:4][c:5](-[c:8]2[c:9]3[c:13]([cH:14][cH:15][cH:16]2)[NH:12][C:11](=[O:17])[CH2:10]3)[cH:6][cH:7]1.[n:18]1([CH2:23][CH2:24][NH:25][C:26](=[O:27])[c:28]2[c:29]([CH:34]=[O:35])[nH:30][c:31]([CH3:33])[cH:32]2)[n:19][n:20][cH:21][cH:22]1>>[F:1][c:2]1[cH:3][cH:4][c:5](-[c:8]2[c:9]3[c:13]([cH:14][cH:15][cH:16]2)[NH:12][C:11](=[O:17])[C:10]3=[CH:34][c:29]2[c:28]([C:26]([NH:25][CH2:24][CH2:23][n:18]3[n:19][n:20][cH:21][cH:22]3)=[O:27])[cH:32][c:31]([CH3:33])[nH:30]2)[cH:6][cH:7]1.